This data is from the Open Reaction Database (ORD), a public repository of structured organic reaction records. The task is: describe an organic reaction: reactants, conditions, products, and yield Starting materials: ClCCl, COC(=O)C1OC1(c1ccccc1)c1ccccc1, O=C(NCCO)OCc1ccccc1, Cc1ccc(S(=O)(=O)O)cc1. Product: COC(=O)C(O)C(OCCNC(=O)OCc1ccccc1)(c1ccccc1)c1ccccc1. RXN SMILES: [CH2:45]([Cl:46])[Cl:47].[O:15]1[CH:16]([C:17](=[O:18])[O:19][CH3:20])[C:21]1([c:22]1[cH:23][cH:24][cH:25][cH:26][cH:27]1)[c:28]1[cH:29][cH:30][cH:31][cH:32][cH:33]1.[OH:1][CH2:2][CH2:3][NH:4][C:5]([O:6][CH2:7][c:8]1[cH:9][cH:10][cH:11][cH:12][cH:13]1)=[O:14].[c:34]1([CH3:35])[cH:36][cH:37][c:38]([S:39]([OH:40])(=[O:41])=[O:42])[cH:43][cH:44]1>>[O:1]([CH2:2][CH2:3][NH:4][C:5]([O:6][CH2:7][c:8]1[cH:9][cH:10][cH:11][cH:12][cH:13]1)=[O:14])[C:21]([CH:16]([OH:15])[C:17](=[O:18])[O:19][CH3:20])([c:22]1[cH:23][cH:24][cH:25][cH:26][cH:27]1)[c:28]1[cH:29][cH:30][cH:31][cH:32][cH:33]1. Starting materials: [Na]C(C(=O)OCC)(C(=O)OCC)C1=CC=CC=C1 (diethyl sodio(phenyl)-malonate), O1CCCC1 (tetrahydrofuran), [O-]S(=O)(=O)C(F)(F)F.[O-]S(=O)(=O)C(F)(F)F.F[N+]12CC[N+](CC1)(CC2)F (1,4-difluoro-1,4-diazoniabicyclo[2.2.2]octane bistriflate). Run in C(C)OCC (diethyl ether), C(C)#N (acetonitrile). Product: FC(C(=O)OCC)(C(=O)OCC)C1=CC=CC=C1 (diethyl fluoro(phenyl)-malonate). The yield is 65.0%. RXN SMILES: [Na][C:2]([C:13]1[CH:18]=[CH:17][CH:16]=[CH:15][CH:14]=1)([C:8]([O:10][CH2:11][CH3:12])=[O:9])[C:3]([O:5][CH2:6][CH3:7])=[O:4].O1CCCC1.[O-]S(C(F)(F)[F:29])(=O)=O.[O-]S(C(F)(F)F)(=O)=O.F[N+]12CC[N+](F)(CC1)CC2>C(#N)C.C(OCC)C>[F:29][C:2]([C:13]1[CH:18]=[CH:17][CH:16]=[CH:15][CH:14]=1)([C:8]([O:10][CH2:11][CH3:12])=[O:9])[C:3]([O:5][CH2:6][CH3:7])=[O:4] |f:2.3.4|. Procedure: A cold (-10° C.) solution of diethyl sodio(phenyl)-malonate in anhydrous tetrahydrofuran [prepared in conventional fashion from sodium hydride (2.5 mmol) and diethyl phenylmalonate (0.5 g, 2.1 mmol) in THF (15 cm3)] was added slowly to a cold (-10° C.) stirred solution of 1,4-difluoro-1,4-diazoniabicyclo[2.2.2]octane bistriflate (0.95 g, 2.12 mmol) in dry acetonitrile (50 cm3) under an atmosphere of nitrogen. The reaction mixture was allowed to warm to room temperature and then diluted with diet... The reactants are OC1=C(C=C(C(=O)O)C=C1)C (4-hydroxy-3-methyl-benzoic acid), [OH-].C(CCC)[P+](CCCC)(CCCC)CCCC (tetrabutylphosphonium hydroxide), Cl (HCl), BrCCOC (1-bromo-2-methoxy-ethane). Solvent: C1CCOC1 (THF). Conditions: temperature 0 celsius. Product: COCCOC1=C(C=C(C(=O)O)C=C1)C (4-(2-methoxyethoxy)-3-methylbenzoic acid). The yield is 6.7%. Reaction SMILES: [OH:1][C:2]1[CH:10]=[CH:9][C:5]([C:6]([OH:8])=[O:7])=[CH:4][C:3]=1[CH3:11].[OH-].C([P+](CCCC)(CCCC)CCCC)CCC.Br[CH2:31][CH2:32][O:33][CH3:34].Cl>C1COCC1>[CH3:34][O:33][CH2:32][CH2:31][O:1][C:2]1[CH:10]=[CH:9][C:5]([C:6]([OH:8])=[O:7])=[CH:4][C:3]=1[CH3:11] |f:1.2|. Reported procedure: To a solution of 4-hydroxy-3-methyl-benzoic acid (2.0 g, 13 mmol) in THF (24 mL) was added tetrabutylphosphonium hydroxide (18 mL of 40% w/v, 26 mmol). The reaction mixture was cooled to 0° C. and then 1-bromo-2-methoxy-ethane (1.8 g, 1.2 mL, 13 mmol) was added. The reaction mixture was allowed to warm to room temperature overnight. The reaction mixture was acidified using 1M HCl and the aqueous layer was extracted with ethyl acetate. The organics were dried over sodium sulfate and concentrated ... Starting materials: C(C)OC(=O)C=1NC(=C2C=C(C=CC12)Cl)C1=CC=CC=C1 (5-chloro-3-phenylisoindole-1-carboxylic acid ethyl ester), C(C1=CC=CC=C1)OC(=O)NCCBr (2-[(benzyloxycarbonyl)amino]ethyl bromide). The product is C(C)OC(=O)C=1N(C(=C2C=C(C=CC12)Cl)C1=CC=CC=C1)CCNC(=O)OCC1=CC=CC=C1 (2-{2-[(benzyloxycarbonyl)amino]ethyl}-5-chloro-3-phenylisoindole-1-carboxylic acid ethyl ester). As a reaction SMILES: [CH2:1]([O:3][C:4]([C:6]1[NH:7][C:8]([C:16]2[CH:21]=[CH:20][CH:19]=[CH:18][CH:17]=2)=[C:9]2[C:14]=1[CH:13]=[CH:12][C:11]([Cl:15])=[CH:10]2)=[O:5])[CH3:2].[CH2:22]([O:29][C:30]([NH:32][CH2:33][CH2:34]Br)=[O:31])[C:23]1[CH:28]=[CH:27][CH:26]=[CH:25][CH:24]=1>>[CH2:1]([O:3][C:4]([C:6]1[N:7]([CH2:34][CH2:33][NH:32][C:30]([O:29][CH2:22][C:23]2[CH:28]=[CH:27][CH:26]=[CH:25][CH:24]=2)=[O:31])[C:8]([C:16]2[CH:21]=[CH:20][CH:19]=[CH:18][CH:17]=2)=[C:9]2[C:14]=1[CH:13]=[CH:12][C:11]([Cl:15])=[CH:10]2)=[O:5])[CH3:2]. Reported procedure: 15.0 G. of 5-chloro-3-phenylisoindole-1-carboxylic acid ethyl ester are reacted with 25.8 g. of 2-[(benzyloxycarbonyl)amino]ethyl bromide in a manner analogous to that described in Example 14. Thereafter, there is obtained an oily crude product, which is chromatographed on 250 g. of silica gel with methylene chloride/ethyl acetate (4:1) as the eluant. From the uniform fractions there is obtained 2-{2-[(benzyloxycarbonyl)amino]ethyl}-5-chloro-3-phenylisoindole-1-carboxylic acid ethyl ester; melti... The reactants are CCBr, O=Cc1cncn1C1CCCc2ccccc21, [Mg], [Na+], CCOCC, [OH-], O. Reaction SMILES: [Br:1][CH2:2][CH3:3].[CH:5]1([n:15]2[cH:16][n:17][cH:18][c:19]2[CH:20]=[O:21])[CH2:6][CH2:7][CH2:8][c:9]2[cH:10][cH:11][cH:12][cH:13][c:14]21.[Mg:4].[Na+:23].[O:25]([CH2:26][CH3:27])[CH2:28][CH3:29].[OH-:22].[OH2:24]>>[CH2:2]([CH3:3])[CH:20]([c:19]1[n:15]([CH:5]2[CH2:6][CH2:7][CH2:8][c:9]3[cH:10][cH:11][cH:12][cH:13][c:14]32)[cH:16][n:17][cH:18]1)[OH:21]. Product: CCC(O)c1cncn1C1CCCc2ccccc21. The yield is 43.7%. The product is C(C)/C(/C=C/C(=O)NCC(=O)O)=C\C (N-[(E,E)-4-ethyl-2,4-hexadienoyl]glycine). Procedure: To a solution of (E,E)-4-ethyl-2,4-hexadienoic acid (2.8 g) and N-hydroxysuccinimide (2.3 g) in dioxane (20 ml) was added dicyclohexylcarbodiimide (4.32 g). The mixture was stirred at ambient temperature overnight and then filtered. The filtrate was concentrated to dryness under reduced pressure to give a residue which was dissolved in tetrahydrofuran (100 ml). To the solution was added a solution of glycine (4.5 g) and triethylamine (8.34 ml) in water (60 ml). The resulting mixture was stirred ... As a reaction SMILES: [CH2:1](/[C:3](=[CH:9]\[CH3:10])/[CH:4]=[CH:5]/[C:6]([OH:8])=O)[CH3:2].ON1C(=O)CCC1=O.C1(N=C=NC2CCCCC2)CCCCC1.[NH2:34][CH2:35][C:36]([OH:38])=[O:37].Cl>O1CCOCC1.O1CCCC1.O.C(N(CC)CC)C>[CH2:1](/[C:3](=[CH:9]\[CH3:10])/[CH:4]=[CH:5]/[C:6]([NH:34][CH2:35][C:36]([OH:38])=[O:37])=[O:8])[CH3:2]. The reactants are Cl (hydrochloric acid), NCC(=O)O (glycine), C(C)/C(/C=C/C(=O)O)=C\C ((E,E)-4-ethyl-2,4-hexadienoic acid), ON1C(CCC1=O)=O (N-hydroxysuccinimide), C1(CCCCC1)N=C=NC1CCCCC1 (dicyclohexylcarbodiimide). Run at time 8 hour. Solvent: O (water), C(C)N(CC)CC (triethylamine), O1CCCC1 (tetrahydrofuran), O1CCOCC1 (dioxane). The reactants are Brc1cnc2cnccn12, C#C[Si](C)(C)C, CCN(C(C)C)C(C)C, N#N, CN(C)C=O, c1ccc(P(c2ccccc2)(c2ccccc2)[Pd](P(c2ccccc2)(c2ccccc2)c2ccccc2)(P(c2ccccc2)(c2ccccc2)c2ccccc2)P(c2ccccc2)(c2ccccc2)c2ccccc2)cc1. The product is C[Si](C)(C)C#Cc1cnc2cnccn12. RXN SMILES: [Br:1][c:2]1[cH:3][n:4][c:5]2[n:6]1[cH:7][cH:8][n:9][cH:10]2.[C:11](#[CH:12])[Si:13]([CH3:14])([CH3:15])[CH3:16].[CH:17]([N:18]([CH:19]([CH3:20])[CH3:21])[CH2:22][CH3:23])([CH3:24])[CH3:25].[N:26]#[N:27].[O:28]=[CH:29][N:30]([CH3:31])[CH3:32].[cH:33]1[cH:34][cH:35][c:36]([P:37]([Pd:38]([P:39]([c:40]2[cH:41][cH:42][cH:43][cH:44][cH:45]2)([c:46]2[cH:47][cH:48][cH:49][cH:50][cH:51]2)[c:52]2[cH:53][cH:54][cH:55][cH:56][cH:57]2)([P:58]([c:59]2[cH:60][cH:61][cH:62][cH:63][cH:64]2)([c:65]2[cH:66][cH:67][cH:68][cH:69][cH:70]2)[c:71]2[cH:72][cH:73][cH:74][cH:75][cH:76]2)[P:77]([c:78]2[cH:79][cH:80][cH:81][cH:82][cH:83]2)([c:84]2[cH:85][cH:86][cH:87][cH:88][cH:89]2)[c:90]2[cH:91][cH:92][cH:93][cH:94][cH:95]2)([c:96]2[cH:97][cH:98][cH:99][cH:100][cH:101]2)[c:102]2[cH:103][cH:104][cH:105][cH:106][cH:107]2)[cH:108][cH:109]1>>[c:2]1([C:12]#[C:11][Si:13]([CH3:14])([CH3:15])[CH3:16])[cH:3][n:4][c:5]2[n:6]1[cH:7][cH:8][n:9][cH:10]2.